From a dataset of the Open Reaction Database (ORD), a public repository of structured organic reaction records. describe an organic reaction: reactants, conditions, products, and yield The reactants are Cl (HCl), C1(CCCCC1)=O (cyclohexanone), C1(CC1)N (cyclopropylamine), [BH-](OC(=O)C)(OC(=O)C)OC(=O)C.[Na+] (NaBH(OAc)3), CC(=O)O (AcOH). Run in ClC(C)Cl (dichloroethane), O (water). Run at time 10 hour. Yields the product C1(CC1)NC1CCCCC1 (N-Cyclopropylcyclohexylamine). As a reaction SMILES: [C:1]1(=O)[CH2:6][CH2:5][CH2:4][CH2:3][CH2:2]1.[CH:8]1([NH2:11])[CH2:10][CH2:9]1.[BH-](OC(C)=O)(OC(C)=O)OC(C)=O.[Na+].CC(O)=O.Cl>ClC(Cl)C.O>[CH:8]1([NH:11][CH:1]2[CH2:6][CH2:5][CH2:4][CH2:3][CH2:2]2)[CH2:10][CH2:9]1 |f:2.3|. Procedure: To cyclohexanone (1.0 mL, 10 mmol) in dichloroethane (30 mL) was added cyclopropylamine (0.70 mL, 10 mmol), NaBH(OAc)3 (3.18 g, 15 mmol) and AcOH (0.57 mL, 10 mmol). The reaction was stirred at room temperature for 10 h. The reaction mixture was poured into water (60 mL) and acidified to pH 2 with 5 N HCl followed by removal of the organic portion. The aqueous portion was brought to pH>12 with 5 N NaOH and extracted with CH2Cl2 (3×30 mL). The collected organic extracts were dried with Na2SO4 and... Starting materials: CCO, CSC1=NCCc2ccccc21, I, NCc1ccc(O)cc1. The product is Oc1ccc(CNC2=NCCc3ccccc32)cc1. As a reaction SMILES: [CH3:23][CH2:24][OH:25].[CH3:2][S:3][C:4]1=[N:5][CH2:6][CH2:7][c:8]2[cH:9][cH:10][cH:11][cH:12][c:13]21.[IH:1].[OH:14][c:15]1[cH:16][cH:17][c:18]([CH2:19][NH2:20])[cH:21][cH:22]1>>[C:4]1([NH:20][CH2:19][c:18]2[cH:17][cH:16][c:15]([OH:14])[cH:22][cH:21]2)=[N:5][CH2:6][CH2:7][c:8]2[cH:9][cH:10][cH:11][cH:12][c:13]21. Starting materials: CCC(C)C=Cc1c(F)cc(Br)cc1F, CCCCCCC. Product: CCC(C)CCc1c(F)cc(Br)cc1F. As a reaction SMILES: [Br:1][c:2]1[cH:3][c:4]([F:15])[c:5]([CH:9]=[CH:10][CH:11]([CH2:12][CH3:13])[CH3:14])[c:6]([F:8])[cH:7]1.[CH3:16][CH2:17][CH2:18][CH2:19][CH2:20][CH2:21][CH3:22]>>[Br:1][c:2]1[cH:3][c:4]([F:15])[c:5]([CH2:9][CH2:10][CH:11]([CH2:12][CH3:13])[CH3:14])[c:6]([F:8])[cH:7]1. The product is O=C(Nc1c(Cl)cc(-c2nn(C3CC4CCC(C3)N4)c(=O)o2)c2c1OCCO2)OCc1ccccc1. Reactants: ClC(Cl)Cl, CC(C)(C)OC(=O)N1C2CCC1CC(n1nc(-c3cc(Cl)c(NC(=O)OCc4ccccc4)c4c3OCCO4)oc1=O)C2, O=C(O)C(F)(F)F. As a reaction SMILES: [CH:51]([Cl:52])([Cl:53])[Cl:54].[Cl:1][c:2]1[c:3]([NH:33][C:34]([O:35][CH2:36][c:37]2[cH:38][cH:39][cH:40][cH:41][cH:42]2)=[O:43])[c:4]2[c:5]([c:10](-[c:12]3[o:13][c:14](=[O:32])[n:15]([CH:17]4[CH2:18][CH:19]5[CH2:20][CH2:21][CH:22]([CH2:23]4)[N:24]5[C:25]([O:26][C:27]([CH3:28])([CH3:29])[CH3:30])=[O:31])[n:16]3)[cH:11]1)[O:6][CH2:7][CH2:8][O:9]2.[OH:44][C:45]([C:46]([F:47])([F:48])[F:49])=[O:50]>>[Cl:1][c:2]1[c:3]([NH:33][C:34]([O:35][CH2:36][c:37]2[cH:38][cH:39][cH:40][cH:41][cH:42]2)=[O:43])[c:4]2[c:5]([c:10](-[c:12]3[o:13][c:14](=[O:32])[n:15]([CH:17]4[CH2:18][CH:19]5[CH2:20][CH2:21][CH:22]([CH2:23]4)[NH:24]5)[n:16]3)[cH:11]1)[O:6][CH2:7][CH2:8][O:9]2.